Dataset: the Open Reaction Database (ORD), a public repository of structured organic reaction records. Task: describe an organic reaction: reactants, conditions, products, and yield The reactants are CC(C)(C)OC(=O)N1CCN2C(=O)N(CC(F)(F)F)C(=O)C2(Cc2ccccn2)C1, CC(C)(C)OC(=O)NC(C)(C)C(=O)NC(COCc1ccccc1)C(=O)O, CCCP(=O)(O)O. The product is CC(C)(C)OC(=O)NC(C)(C)C(=O)NC(COCc1ccccc1)C(=O)N1CCN2C(=O)N(CC(F)(F)F)C(=O)C2(Cc2ccccn2)C1. As a reaction SMILES: [C:1]([O:2][C:6](=[O:7])[N:8]1[CH2:9][C:10]2([CH2:24][c:25]3[n:26][cH:27][cH:28][cH:29][cH:30]3)[N:11]([CH2:12][CH2:13]1)[C:14](=[O:23])[N:15]([CH2:18][C:19]([F:20])([F:21])[F:22])[C:16]2=[O:17])([CH3:3])([CH3:4])[CH3:5].[CH2:31]([c:32]1[cH:33][cH:34][cH:35][cH:36][cH:37]1)[O:38][CH2:39][CH:40]([C:41]([OH:42])=[O:43])[NH:44][C:45]([C:46]([CH3:47])([CH3:48])[NH:49][C:50](=[O:51])[O:52][C:53]([CH3:54])([CH3:55])[CH3:56])=[O:57].[CH2:58]([P:59]([OH:60])(=[O:61])[OH:62])[CH2:63][CH3:64]>>[C:6](=[O:7])([N:8]1[CH2:9][C:10]2([CH2:24][c:25]3[n:26][cH:27][cH:28][cH:29][cH:30]3)[N:11]([CH2:12][CH2:13]1)[C:14](=[O:23])[N:15]([CH2:18][C:19]([F:20])([F:21])[F:22])[C:16]2=[O:17])[CH:40]([CH2:39][O:38][CH2:31][c:32]1[cH:33][cH:34][cH:35][cH:36][cH:37]1)[NH:44][C:45]([C:46]([CH3:47])([CH3:48])[NH:49][C:50](=[O:51])[O:52][C:53]([CH3:54])([CH3:55])[CH3:56])=[O:57]. Reactants: CCc1cc(Br)ccc1OC, C1CCOC1, [Li]CCCC, CCCCCC, Cl, CN(C)C=O. Yields the product CCc1cc(C=O)ccc1OC. As a reaction SMILES: [Br:1][c:2]1[cH:3][c:4]([CH2:10][CH3:11])[c:5]([O:8][CH3:9])[cH:6][cH:7]1.[CH2:29]1[O:30][CH2:31][CH2:32][CH2:33]1.[CH3:12][CH2:13][CH2:14][CH2:15][Li:16].[CH3:17][CH2:18][CH2:19][CH2:20][CH2:21][CH3:22].[ClH:28].[O:23]=[CH:24][N:25]([CH3:26])[CH3:27]>>[c:2]1([CH:24]=[O:23])[cH:3][c:4]([CH2:10][CH3:11])[c:5]([O:8][CH3:9])[cH:6][cH:7]1.